This data is from the Open Reaction Database (ORD), a public repository of structured organic reaction records. The task is: describe an organic reaction: reactants, conditions, products, and yield Starting materials: CCOC(=O)c1cc2cc(-c3ccc(C(C)=O)cc3)ccc2o1, CCO, Cl, NO, [Na+], [Na+], O=C([O-])[O-], C1CCOC1, O. As a reaction SMILES: [C:1]([CH3:2])(=[O:3])[c:4]1[cH:5][cH:6][c:7](-[c:10]2[cH:11][cH:12][c:13]3[c:14]([cH:15][c:16]([C:18](=[O:19])[O:20][CH2:21][CH3:22])[o:17]3)[cH:23]2)[cH:8][cH:9]1.[CH3:24][CH2:25][OH:26].[ClH:27].[NH2:28][OH:29].[Na+:30].[Na+:31].[O-:32][C:33](=[O:34])[O-:35].[O:37]1[CH2:38][CH2:39][CH2:40][CH2:41]1.[OH2:36]>>[C:1]([CH3:2])([c:4]1[cH:5][cH:6][c:7](-[c:10]2[cH:11][cH:12][c:13]3[c:14]([cH:15][c:16]([C:18](=[O:19])[O:20][CH2:21][CH3:22])[o:17]3)[cH:23]2)[cH:8][cH:9]1)=[N:28][OH:29]. Product: CCOC(=O)c1cc2cc(-c3ccc(C(C)=NO)cc3)ccc2o1.